Dataset: the Open Reaction Database (ORD), a public repository of structured organic reaction records. Task: describe an organic reaction: reactants, conditions, products, and yield Reactants: NC(CC(C(=O)OCC)C)C1=C(C=CC=C1F)OCC (ethyl 4-amino-4-(2-ethoxy-6-fluorophenyl)-2-methylbutanoate), N1=C(C=CC2=CC=CC=C12)C=O (quinoline-2-carbaldehyde). Product: C(C)OC1=C(C(=CC=C1)F)C1CC(C(N1CC1=NC2=CC=CC=C2C=C1)=O)C (5-(2-ethoxy-6-fluorophenyl)-3-methyl-1-(quinolin-2-ylmethyl)pyrrolidin-2-one). RXN SMILES: [NH2:1][CH:2]([C:11]1[C:16]([F:17])=[CH:15][CH:14]=[CH:13][C:12]=1[O:18][CH2:19][CH3:20])[CH2:3][CH:4]([CH3:10])[C:5]([O:7]CC)=O.[N:21]1[C:30]2[C:25](=[CH:26][CH:27]=[CH:28][CH:29]=2)[CH:24]=[CH:23][C:22]=1[CH:31]=O>>[CH2:19]([O:18][C:12]1[CH:13]=[CH:14][CH:15]=[C:16]([F:17])[C:11]=1[CH:2]1[N:1]([CH2:31][C:22]2[CH:23]=[CH:24][C:25]3[C:30](=[CH:29][CH:28]=[CH:27][CH:26]=3)[N:21]=2)[C:5](=[O:7])[CH:4]([CH3:10])[CH2:3]1)[CH3:20]. Procedure details: Prepared according to the described general procedure 2 (GP2) by reaction of ethyl 4-amino-4-(2-ethoxy-6-fluorophenyl)-2-methylbutanoate with commercially available quinoline-2-carbaldehyde. Subsequent purification by preparative HPLC afforded the target compound. LC-MS (conditions A): tR=0.71 min.; [M+H]+: 379.04 g/mol.